This data is from the Open Reaction Database (ORD), a public repository of structured organic reaction records. The task is: describe an organic reaction: reactants, conditions, products, and yield Starting materials: CCCCN1CC2CC(=O)CC2C1, CC(=O)[O-], CCO, Cl, NO, [Na+], O. Product: CCCCN1CC2CC(=NO)CC2C1. RXN SMILES: [CH2:1]([CH2:2][CH2:3][CH3:4])[N:5]1[CH2:6][CH:7]2[CH:8]([CH2:9]1)[CH2:10][C:11](=[O:13])[CH2:12]2.[CH3:18][C:19](=[O:20])[O-:21].[CH3:22][CH2:23][OH:24].[ClH:14].[NH2:15][OH:16].[Na+:17].[OH2:25]>>[CH2:1]([CH2:2][CH2:3][CH3:4])[N:5]1[CH2:6][CH:7]2[CH:8]([CH2:9]1)[CH2:10][C:11](=[N:15][OH:16])[CH2:12]2. The reactants are C(C)(=O)NC1C(C2=CC=CC(=C2C1)O)=O (2-acetylamino-4-hydroxy-1-indanone), oil, [H-].[Na+] (sodium hydride), CSCCl (chloromethyl methyl sulfide), O (Water). Solvent: CN(C)P(=O)(N(C)C)N(C)C (HMPA). Conditions: time 0.5 hour. Product: C(C)(=O)NC1C(C2=CC=CC(=C2C1)OCSC)=O (2-acetylamino-4-(methylthiomethoxy)-1-indanone). As a reaction SMILES: [C:1]([NH:4][CH:5]1[CH2:13][C:12]2[C:7](=[CH:8][CH:9]=[CH:10][C:11]=2[OH:14])[C:6]1=[O:15])(=[O:3])[CH3:2].[H-].[Na+].[CH3:18][S:19][CH2:20]Cl.O>CN(P(N(C)C)(N(C)C)=O)C>[C:1]([NH:4][CH:5]1[CH2:13][C:12]2[C:7](=[CH:8][CH:9]=[CH:10][C:11]=2[O:14][CH2:18][S:19][CH3:20])[C:6]1=[O:15])(=[O:3])[CH3:2] |f:1.2|. Procedure: To 2-acetylamino-4-hydroxy-1-indanone 10.25 g (0.05 m) in 50 ml of dry HMPA under N2 is added 2.6 g (0.055 m) of a 50% oil dispersion of sodium hydride in portions. After stirring at room temperature for 1/2 hr, 5.3 g (0.055 m) of chloromethyl methyl sulfide is added, and the mixture is stirred overnight. Water is added and the mixture is extracted with ethyl acetate which is back-washed with water. After drying (Na2SO4) and concentration, the desired product is obtained. Starting materials: [Br-], CC[Mg+], C1CCOC1, COc1cc(C=O)ccc1-c1ccccn1. Product: CCC(O)c1ccc(-c2ccccn2)c(OC)c1. Reaction SMILES: [Br-:17].[CH2:18]([CH3:19])[Mg+:20].[CH2:21]1[O:22][CH2:23][CH2:24][CH2:25]1.[CH3:1][O:2][c:3]1[cH:4][c:5]([CH:6]=[O:7])[cH:8][cH:9][c:10]1-[c:11]1[n:12][cH:13][cH:14][cH:15][cH:16]1>>[CH3:1][O:2][c:3]1[cH:4][c:5]([CH:6]([OH:7])[CH2:18][CH3:19])[cH:8][cH:9][c:10]1-[c:11]1[n:12][cH:13][cH:14][cH:15][cH:16]1. Starting materials: CC(C)(C)NS(=O)(=O)c1cccc(-c2cc(-c3nc(-c4ccc(Cl)c(Cl)c4)cc(C(F)(F)F)n3)ccn2)c1, ClCCl, O=C(O)C(F)(F)F. The product is NS(=O)(=O)c1cccc(-c2cc(-c3nc(-c4ccc(Cl)c(Cl)c4)cc(C(F)(F)F)n3)ccn2)c1. RXN SMILES: [C:1]([CH3:2])([CH3:3])([CH3:4])[NH:5][S:6](=[O:7])(=[O:8])[c:9]1[cH:10][c:11](-[c:15]2[n:16][cH:17][cH:18][c:19](-[c:21]3[n:22][c:23]([C:35]([F:36])([F:37])[F:38])[cH:24][c:25](-[c:27]4[cH:28][c:29]([Cl:34])[c:30]([Cl:33])[cH:31][cH:32]4)[n:26]3)[cH:20]2)[cH:12][cH:13][cH:14]1.[Cl:46][CH2:47][Cl:48].[F:39][C:40]([F:41])([F:42])[C:43]([OH:44])=[O:45]>>[NH2:5][S:6](=[O:7])(=[O:8])[c:9]1[cH:10][c:11](-[c:15]2[n:16][cH:17][cH:18][c:19](-[c:21]3[n:22][c:23]([C:35]([F:36])([F:37])[F:38])[cH:24][c:25](-[c:27]4[cH:28][c:29]([Cl:34])[c:30]([Cl:33])[cH:31][cH:32]4)[n:26]3)[cH:20]2)[cH:12][cH:13][cH:14]1. Isolated yield 92.4%. Starting materials: COC(C(C1=CC=C(C=C1)C#CCNC(=O)C1=CC2=CC=CC=C2C=C1)=O)=O (4-[3-[[(2-naphthalenyl)carbonyl]amino]-1-propynyl]-alpha-oxobenzeneacetic acid methyl ester), [OH-].[Na+] (sodium hydroxide). Reaction conditions: time 5 minute. Procedure details: A solution of 4-[3-[[(2-naphthalenyl)carbonyl]amino]-1-propynyl]-alpha-oxobenzeneacetic acid methyl ester (0.225 g) in tetrahydrofuran (2 mL) and methanol (1 mL) was treated with 1N sodium hydroxide (1 mL). After five minutes, the reaction mixture was concentrated and the resulting white suspension partitioned between dichloromethane (10 mL) and 1N hydrochloric acid (2 mL). The aqueous layer was diluted with saturated sodium chloride and was extracted with tetrahydrofuran (2×10 mL). The combined... Run in O1CCCC1 (tetrahydrofuran), CO (methanol). RXN SMILES: C[O:2][C:3](=[O:28])[C:4](=[O:27])[C:5]1[CH:10]=[CH:9][C:8]([C:11]#[C:12][CH2:13][NH:14][C:15]([C:17]2[CH:26]=[CH:25][C:24]3[C:19](=[CH:20][CH:21]=[CH:22][CH:23]=3)[CH:18]=2)=[O:16])=[CH:7][CH:6]=1.[OH-].[Na+]>O1CCCC1.CO>[CH:18]1[C:19]2[C:24](=[CH:23][CH:22]=[CH:21][CH:20]=2)[CH:25]=[CH:26][C:17]=1[C:15]([NH:14][CH2:13][C:12]#[C:11][C:8]1[CH:7]=[CH:6][C:5]([C:4](=[O:27])[C:3]([OH:28])=[O:2])=[CH:10][CH:9]=1)=[O:16] |f:1.2|. Product: C1=C(C=CC2=CC=CC=C12)C(=O)NCC#CC1=CC=C(C=C1)C(C(=O)O)=O (4-[3-[[(2-naphthalenyl)carbonyl]amino]-1-propynyl]-alpha-oxobenzeneacetic acid).